describe an organic reaction: reactants, conditions, products, and yield From a dataset of the Open Reaction Database (ORD), a public repository of structured organic reaction records. Reactants: ClC1=CC=C(C=C1)[Mg]Br (4-Chlorophenylmagnesium bromide), CCOCC (ether), ClC1=CC=2C(CNS(C2S1)(=O)=O)=O (6-chloro-2,3-dihydro-4H-thieno[3,2-e][1,2]thiazin-4-one 1,1-dioxide). Solvent: C1CCOC1 (THF). Run at time 8 hour. Product: ClC1=CC=2C(CNS(C2S1)(=O)=O)(O)C1=CC=C(C=C1)Cl (6-chloro-4-(4-chlorophenyl)-3,4-dihydro-2H-thieno[3,2-e][1,2]thiazin-4-ol 1,1-dioxide). Isolated yield 26.0%. As a reaction SMILES: [Cl:1][C:2]1[S:10][C:9]2[S:8](=[O:12])(=[O:11])[NH:7][CH2:6][C:5](=[O:13])[C:4]=2[CH:3]=1.[Cl:14][C:15]1[CH:20]=[CH:19][C:18]([Mg]Br)=[CH:17][CH:16]=1.CCOCC>C1COCC1>[Cl:1][C:2]1[S:10][C:9]2[S:8](=[O:11])(=[O:12])[NH:7][CH2:6][C:5]([C:18]3[CH:19]=[CH:20][C:15]([Cl:14])=[CH:16][CH:17]=3)([OH:13])[C:4]=2[CH:3]=1. Procedure details: 6-chloro-2,3-dihydro-4H-thieno[3,2-e][1,2]thiazin-4-one 1,1-dioxide (0.820 g, 3.45 mmol) was dissolved in THF (31 mL) and 1 M of 4-Chlorophenylmagnesium bromide in ether (8.2 mL, 8.2 mmol) was added. The solution was stirred at room temperature overnight. At that time, TLC indicated good conversion. Reaction was quenched by addition of satd NaHCO3 (20 mL) and extracted with EA (3×50 mL). The combined organic extracts were washed with brine (20 mL), dried with MgSO4, filtered and evaporated. The ... Starting materials: CON, O=C1CCCC(c2ccc(OCCCOc3c(Cl)cc(OCC=C(Cl)Cl)cc3Cl)cc2)C1, Cl, c1ccncc1. The product is CON=C1CCCC(c2ccc(OCCCOc3c(Cl)cc(OCC=C(Cl)Cl)cc3Cl)cc2)C1. RXN SMILES: [CH3:34][O:35][NH2:36].[Cl:1][c:2]1[c:3]([O:4][CH2:5][CH2:6][CH2:7][O:8][c:9]2[cH:10][cH:11][c:12]([CH:15]3[CH2:16][C:17](=[O:21])[CH2:18][CH2:19][CH2:20]3)[cH:13][cH:14]2)[c:22]([Cl:32])[cH:23][c:24]([O:26][CH2:27][CH:28]=[C:29]([Cl:30])[Cl:31])[cH:25]1.[ClH:33].[cH:37]1[cH:38][cH:39][n:40][cH:41][cH:42]1>>[Cl:1][c:2]1[c:3]([O:4][CH2:5][CH2:6][CH2:7][O:8][c:9]2[cH:10][cH:11][c:12]([CH:15]3[CH2:16][C:17](=[N:36][O:35][CH3:34])[CH2:18][CH2:19][CH2:20]3)[cH:13][cH:14]2)[c:22]([Cl:32])[cH:23][c:24]([O:26][CH2:27][CH:28]=[C:29]([Cl:30])[Cl:31])[cH:25]1.